From a dataset of the Open Reaction Database (ORD), a public repository of structured organic reaction records. describe an organic reaction: reactants, conditions, products, and yield Starting materials: [Al+3], COc1ccc(C(=O)c2ccc(Br)cc2Cl)cc1, [Cl-], [Cl-], [Cl-], O, c1ccccc1. Yields the product O=C(c1ccc(O)cc1)c1ccc(Br)cc1Cl. As a reaction SMILES: [Al+3:20].[Br:1][c:2]1[cH:3][c:4]([Cl:18])[c:5]([C:8](=[O:9])[c:10]2[cH:11][cH:12][c:13]([O:16][CH3:17])[cH:14][cH:15]2)[cH:6][cH:7]1.[Cl-:19].[Cl-:21].[Cl-:22].[OH2:23].[cH:24]1[cH:25][cH:26][cH:27][cH:28][cH:29]1>>[Br:1][c:2]1[cH:3][c:4]([Cl:18])[c:5]([C:8](=[O:9])[c:10]2[cH:11][cH:12][c:13]([OH:16])[cH:14][cH:15]2)[cH:6][cH:7]1. Reactants: COC(=O)c1nc(F)cc(F)c1Cl, [N-]=[N+]=[N-], [Na+], CN(C)C=O, O. Yields the product COC(=O)c1nc(F)cc(N)c1Cl. Reaction SMILES: [Cl:5][c:6]1[c:7]([C:14](=[O:15])[O:16][CH3:17])[n:8][c:9]([F:13])[cH:10][c:11]1[F:12].[N-:2]=[N+:3]=[N-:4].[Na+:1].[O:19]=[CH:20][N:21]([CH3:22])[CH3:23].[OH2:18]>>[NH2:2][c:11]1[c:6]([Cl:5])[c:7]([C:14](=[O:15])[O:16][CH3:17])[n:8][c:9]([F:13])[cH:10]1. Starting materials: Cl, NS(=O)(=O)c1ccc(F)c([N+](=O)[O-])c1, [H-], [Na+], OCC1CCOCC1, C1CCOC1, O. Yields the product NS(=O)(=O)c1ccc(OCC2CCOCC2)c([N+](=O)[O-])c1. Reaction SMILES: [ClH:25].[F:11][c:12]1[c:13]([N+:22](=[O:23])[O-:24])[cH:14][c:15]([S:18](=[O:19])(=[O:20])[NH2:21])[cH:16][cH:17]1.[H-:10].[Na+:9].[O:1]1[CH2:2][CH2:3][CH:4]([CH2:7][OH:8])[CH2:5][CH2:6]1.[O:26]1[CH2:27][CH2:28][CH2:29][CH2:30]1.[OH2:31]>>[O:1]1[CH2:2][CH2:3][CH:4]([CH2:7][O:8][c:12]2[c:13]([N+:22](=[O:23])[O-:24])[cH:14][c:15]([S:18](=[O:19])(=[O:20])[NH2:21])[cH:16][cH:17]2)[CH2:5][CH2:6]1. Reactants: COC(C1=CN=C(C=C1)C1=CC=C(C=C1)C(F)(F)F)=O (6-(4-trifluoromethyl-phenyl)-nicotinic acid methyl ester), [H-].[H-].[H-].[H-].[Li+].[Al+3] (LiAlH4). Solvent: C1CCOC1 (THF). Run at time 2 hour. The product is FC(C1=CC=C(C=C1)C1=CC=C(C=N1)CO)(F)F ([6-(4-trifluoromethyl-phenyl)-pyridin-3-yl]-methanol). Yield: 103.8%. As a reaction SMILES: C[O:2][C:3](=O)[C:4]1[CH:9]=[CH:8][C:7]([C:10]2[CH:15]=[CH:14][C:13]([C:16]([F:19])([F:18])[F:17])=[CH:12][CH:11]=2)=[N:6][CH:5]=1.[H-].[H-].[H-].[H-].[Li+].[Al+3]>C1COCC1>[F:18][C:16]([F:17])([F:19])[C:13]1[CH:12]=[CH:11][C:10]([C:7]2[N:6]=[CH:5][C:4]([CH2:3][OH:2])=[CH:9][CH:8]=2)=[CH:15][CH:14]=1 |f:1.2.3.4.5.6|. Procedure details: To a solution of 6-(4-trifluoromethyl-phenyl)-nicotinic acid methyl ester (13.7 g, 48.7 mmol) in THF (100 mL) is added LiAlH4 (1.0 M in THF, 50 mL, 50 mmol) at 0˜5° C., the reaction mixture is stirred for 2 hr, quenched by water and 5N NaOH (0.5 mL) carefully. The resulting mixture is diluted with ethyl acetate and filtered through celite. Concentration of the filtrate gives [6-(4-trifluoromethyl-phenyl)-pyridin-3-yl]-methanol (12.8 g).